Dataset: the Open Reaction Database (ORD), a public repository of structured organic reaction records. Task: describe an organic reaction: reactants, conditions, products, and yield Reactants: CSc1ccc(S(=O)(=O)CC2CCCCC2C(=O)NCC#N)cc1, O=C([O-])[O-], SCCc1ccccc1, CN(C)C=O, CCOC(C)=O, [Cs+], [Cs+]. Product: N#CCNC(=O)C1CCCCC1CS(=O)(=O)c1ccc(SCCc2ccccc2)cc1. As a reaction SMILES: [C:1](#[N:2])[CH2:3][NH:4][C:5](=[O:6])[CH:7]1[CH:8]([CH2:13][S:14](=[O:15])(=[O:16])[c:17]2[cH:18][cH:19][c:20]([S:23][CH3:24])[cH:21][cH:22]2)[CH2:9][CH2:10][CH2:11][CH2:12]1.[C:34](=[O:35])([O-:36])[O-:37].[CH2:25]([CH2:26][c:27]1[cH:28][cH:29][cH:30][cH:31][cH:32]1)[SH:33].[CH3:40][N:41]([CH3:42])[CH:43]=[O:44].[CH3:45][CH2:46][O:47][C:48](=[O:49])[CH3:50].[Cs+:38].[Cs+:39]>>[C:1](#[N:2])[CH2:3][NH:4][C:5](=[O:6])[CH:7]1[CH:8]([CH2:13][S:14](=[O:15])(=[O:16])[c:17]2[cH:18][cH:19][c:20]([S:23][CH2:24][CH2:26][c:27]3[cH:28][cH:29][cH:30][cH:31][cH:32]3)[cH:21][cH:22]2)[CH2:9][CH2:10][CH2:11][CH2:12]1. Reactants: ClCCl, CN=C=O, CC(OC1CNCC1c1ccc(F)cc1)c1cc(C(F)(F)F)cc(C(F)(F)F)c1, c1ccncc1. The product is CNC(=O)N1CC(OC(C)c2cc(C(F)(F)F)cc(C(F)(F)F)c2)C(c2ccc(F)cc2)C1. Reaction SMILES: [CH2:40]([Cl:41])[Cl:42].[CH3:36][N:37]=[C:38]=[O:39].[F:1][C:2]([c:3]1[cH:4][c:5]([CH:13]([CH3:14])[O:15][CH:16]2[CH2:17][NH:18][CH2:19][CH:20]2[c:21]2[cH:22][cH:23][c:24]([F:27])[cH:25][cH:26]2)[cH:6][c:7]([C:9]([F:10])([F:11])[F:12])[cH:8]1)([F:28])[F:29].[cH:30]1[cH:31][cH:32][n:33][cH:34][cH:35]1>>[F:1][C:2]([c:3]1[cH:4][c:5]([CH:13]([CH3:14])[O:15][CH:16]2[CH2:17][N:18]([C:38]([NH:37][CH3:36])=[O:39])[CH2:19][CH:20]2[c:21]2[cH:22][cH:23][c:24]([F:27])[cH:25][cH:26]2)[cH:6][c:7]([C:9]([F:10])([F:11])[F:12])[cH:8]1)([F:28])[F:29].